This data is from the Open Reaction Database (ORD), a public repository of structured organic reaction records. The task is: describe an organic reaction: reactants, conditions, products, and yield Reactants: COC1=C(C(C(C1)CC1=NOC(=C1)C)=O)C1=C(C=C(C=C1C)C)C (3-methoxy-5-(5-methyl-isoxazol-3-ylmethyl)-2-(2,4,6-trimethyl-phenyl)-cyclopent-2-enone), Cl (HCl), resultant solution. Conditions: time 30 minute. Run in CC(=O)C (acetone). Procedure details: To a solution of 3-methoxy-5-(5-methyl-isoxazol-3-ylmethyl)-2-(2,4,6-trimethyl-phenyl)-cyclopent-2-enone (120 mg) in acetone (1 ml) in a microwave vial is added 2N HCl (0.6 ml) and the resultant solution is heated to 130° C. by microwave irradiation, with stirring, for 30 minutes. The solvent is removed under reduced pressure, and the residue triturated with hexane to give a white solid, which is filtered and washed well with hexane to give 4-(5-methyl-isoxazol-3-ylmethyl)-2-(2,4,6-trimethyl-phe... Product: CC1=CC(=NO1)CC1C(C(C(C1)=O)C1=C(C=C(C=C1C)C)C)=O (4-(5-methyl-isoxazol-3-ylmethyl)-2-(2,4,6-trimethyl-phenyl)-cyclopentane-1,3-dione). As a reaction SMILES: C[O:2][C:3]1[CH2:7][CH:6]([CH2:8][C:9]2[CH:13]=[C:12]([CH3:14])[O:11][N:10]=2)[C:5](=[O:15])[C:4]=1[C:16]1[C:21]([CH3:22])=[CH:20][C:19]([CH3:23])=[CH:18][C:17]=1[CH3:24].Cl>CC(C)=O>[CH3:14][C:12]1[O:11][N:10]=[C:9]([CH2:8][CH:6]2[CH2:7][C:3](=[O:2])[CH:4]([C:16]3[C:21]([CH3:22])=[CH:20][C:19]([CH3:23])=[CH:18][C:17]=3[CH3:24])[C:5]2=[O:15])[CH:13]=1.